This data is from the Open Reaction Database (ORD), a public repository of structured organic reaction records. The task is: describe an organic reaction: reactants, conditions, products, and yield Reactants: BrB(Br)Br, COc1cccc(-c2cnc(-c3ccnc(N4CCN(C(C)C)CC4)c3)[nH]2)c1, ClCCl. The product is CC(C)N1CCN(c2cc(-c3ncc(-c4cccc(O)c4)[nH]3)ccn2)CC1. As a reaction SMILES: [B:1]([Br:2])([Br:3])[Br:4].[CH3:5][O:6][c:7]1[cH:8][c:9](-[c:13]2[cH:14][n:15][c:16](-[c:18]3[cH:19][c:20]([N:24]4[CH2:25][CH2:26][N:27]([CH:30]([CH3:31])[CH3:32])[CH2:28][CH2:29]4)[n:21][cH:22][cH:23]3)[nH:17]2)[cH:10][cH:11][cH:12]1.[Cl:33][CH2:34][Cl:35]>>[OH:6][c:7]1[cH:8][c:9](-[c:13]2[cH:14][n:15][c:16](-[c:18]3[cH:19][c:20]([N:24]4[CH2:25][CH2:26][N:27]([CH:30]([CH3:31])[CH3:32])[CH2:28][CH2:29]4)[n:21][cH:22][cH:23]3)[nH:17]2)[cH:10][cH:11][cH:12]1. The reactants are O=C([O-])[O-], CCOC(=O)c1cc2cc(OCCOC)cc(NS(=O)(=O)c3cccs3)c2[nH]1, CN(C)C=O, CI, [K+], [K+], O. Yields the product CCOC(=O)c1cc2cc(OCCOC)cc(N(C)S(=O)(=O)c3cccs3)c2[nH]1. RXN SMILES: [C:29](=[O:30])([O-:31])[O-:32].[CH3:1][O:2][CH2:3][CH2:4][O:5][c:6]1[cH:7][c:8]2[cH:9][c:10]([C:24](=[O:25])[O:26][CH2:27][CH3:28])[nH:11][c:12]2[c:13]([NH:15][S:16](=[O:17])(=[O:18])[c:19]2[s:20][cH:21][cH:22][cH:23]2)[cH:14]1.[CH3:35][N:36]([CH3:37])[CH:38]=[O:39].[CH3:40][I:41].[K+:33].[K+:34].[OH2:42]>>[CH3:1][O:2][CH2:3][CH2:4][O:5][c:6]1[cH:7][c:8]2[cH:9][c:10]([C:24](=[O:25])[O:26][CH2:27][CH3:28])[nH:11][c:12]2[c:13]([N:15]([S:16](=[O:17])(=[O:18])[c:19]2[s:20][cH:21][cH:22][cH:23]2)[CH3:29])[cH:14]1. Reactants: C1(=CC=CC=C1)C=1C=CC(NN1)=O (6-phenyl-3(2H)-pyridazinone), [OH-].[K+] (potassium hydroxide), O (water), BrCCC=1C=C2C=CC=NC2=CC1 (6-(2-bromoethyl)quinoline). Reagents/catalysts: [Br-].C(CCC)[N+](CCCC)(CCCC)CCCC (tetrabutylammonium bromide). The solvent is C1=CC=CC=C1 (benzene). Conditions: temperature 25 celsius, time 20 hour. The product is C1(=CC=CC=C1)C=1C=CC(N(N1)CCC=1C=C2C=CC=NC2=CC1)=O (6-Phenyl-2-(2-(quinolin-6-yl)ethyl)pyridazin-3(2H)-one). The yield is 65.5%. Reaction SMILES: Br[CH2:2][CH2:3][C:4]1[CH:5]=[C:6]2[C:11](=[CH:12][CH:13]=1)[N:10]=[CH:9][CH:8]=[CH:7]2.[C:14]1([C:20]2[CH:21]=[CH:22][C:23](=[O:26])[NH:24][N:25]=2)[CH:19]=[CH:18][CH:17]=[CH:16][CH:15]=1.[OH-].[K+].O>C1C=CC=CC=1.[Br-].C([N+](CCCC)(CCCC)CCCC)CCC>[C:14]1([C:20]2[CH:21]=[CH:22][C:23](=[O:26])[N:24]([CH2:2][CH2:3][C:4]3[CH:5]=[C:6]4[C:11](=[CH:12][CH:13]=3)[N:10]=[CH:9][CH:8]=[CH:7]4)[N:25]=2)[CH:15]=[CH:16][CH:17]=[CH:18][CH:19]=1 |f:2.3,6.7|. Reported procedure: (reference: Synthesis 1981, 631). To a solution containing 6-(2-bromoethyl)quinoline (0.13 g, 0.56 mmol) in benzene (6.0 mL) was added 6-phenyl-3(2H)-pyridazinone (0.096 g, 0.56 mmol, Aldrich), tetrabutylammonium bromide (0.036 g, 0.11 mmol) and potassium hydroxide (0.094 g, 1.7 mmol). The mixture was stirred at 25° C. for 20 h, then poured into water (100 mL) and extracted with EtOAc (3×50 mL). The combined extracts were washed with brine (50 mL), dried (Na2SO4) and concentrated onto silica. Pu... Reactants: C(C1=CC=CC=C1)N1CC(OCC1)CCl (4-benzyl-2-chloromethylmorpholine), [C-]#N.[K+] (potassium cyanide), CS(=O)C (dimethyl sulfoxide). The reagents and catalysts are [I-].[K+] (potassium iodide). Solvent: O (water). Conditions: temperature 120 celsius, time 5 hour. Product: C(C1=CC=CC=C1)N1CC(OCC1)CC#N (4-benzyl-2-cyanomethylmorpholine). The yield is 92.8%. Reaction SMILES: [CH2:1]([N:8]1[CH2:13][CH2:12][O:11][CH:10]([CH2:14]Cl)[CH2:9]1)[C:2]1[CH:7]=[CH:6][CH:5]=[CH:4][CH:3]=1.[C-:16]#[N:17].[K+].CS(C)=O>O.[I-].[K+]>[CH2:1]([N:8]1[CH2:13][CH2:12][O:11][CH:10]([CH2:14][C:16]#[N:17])[CH2:9]1)[C:2]1[CH:7]=[CH:6][CH:5]=[CH:4][CH:3]=1 |f:1.2,5.6|. Procedure details: A mixture of 4-benzyl-2-chloromethylmorpholine (22.5 g), potassium cyanide (13 g), potassium iodide (1 g), and dimethyl sulfoxide (40 ml) is heated with stirring at 120° C. for 5 hours. The reaction mixture is cooled, diluted with water, and extracted with diethyl ether. The organic layer is washed with water, dried over sodium sulfate, and evaporated to give the title compound (20 g) as an oil. Starting materials: COC1=CC=C(C(=O)C=2C(=C(C=CC2)[N+](=O)[O-])C)C=C1 (3-(4-methoxybenzoyl)-2-methylnitrobenzene), CN(C)C(OC)OC (DMF dimethyl acetal). Solvent: CN(C)C=O (DMF). The product is CN(C=CC1=C(C=CC=C1C(C1=CC=C(C=C1)OC)=O)[N+](=O)[O-])C (2-(2-dimethylaminoethenyl)-3-(4-methoxybenzoyl)nitrobenzene). The yield is 91.9%. As a reaction SMILES: [CH3:1][O:2][C:3]1[CH:20]=[CH:19][C:6]([C:7]([C:9]2[C:10]([CH3:18])=[C:11]([N+:15]([O-:17])=[O:16])[CH:12]=[CH:13][CH:14]=2)=[O:8])=[CH:5][CH:4]=1.[CH3:21][N:22]([CH:24](OC)OC)[CH3:23]>CN(C=O)C>[CH3:21][N:22]([CH3:24])[CH:23]=[CH:18][C:10]1[C:9]([C:7](=[O:8])[C:6]2[CH:5]=[CH:4][C:3]([O:2][CH3:1])=[CH:20][CH:19]=2)=[CH:14][CH:13]=[CH:12][C:11]=1[N+:15]([O-:17])=[O:16]. Reported procedure: A solution of 97.9 g (0.36 mole) of 3-(4-methoxybenzoyl)-2-methylnitrobenzene and 191 ml (1.45 mole) of DMF dimethyl acetal in 400 ml of DMF was heated under reflux for about nineteen hours and the reaction mixture then taken to dryness in vacuo to give 108 g of 2-(2-dimethylaminoethenyl)-3-(4-methoxybenzoyl)nitrobenzene as a red oil.